From a dataset of the Open Reaction Database (ORD), a public repository of structured organic reaction records. describe an organic reaction: reactants, conditions, products, and yield The reactants are CCCCc1cc(C(=O)OCC)nn1Cc1ccc(-c2ccccc2C#N)cc1, CO, O. Yields the product CCCCc1cc(C(=O)O)nn1Cc1ccc(-c2ccccc2C#N)cc1. RXN SMILES: [CH2:1]([CH2:2][CH2:3][CH3:4])[c:5]1[cH:6][c:7]([C:25](=[O:26])[O:27][CH2:28][CH3:29])[n:8][n:9]1[CH2:10][c:11]1[cH:12][cH:13][c:14](-[c:17]2[c:18]([C:23]#[N:24])[cH:19][cH:20][cH:21][cH:22]2)[cH:15][cH:16]1.[CH3:31][OH:32].[OH2:30]>>[CH2:1]([CH2:2][CH2:3][CH3:4])[c:5]1[cH:6][c:7]([C:25](=[O:26])[OH:27])[n:8][n:9]1[CH2:10][c:11]1[cH:12][cH:13][c:14](-[c:17]2[c:18]([C:23]#[N:24])[cH:19][cH:20][cH:21][cH:22]2)[cH:15][cH:16]1. RXN SMILES: [C:1]([O:2][C:3](=[O:4])[N:8]1[CH2:9][CH2:10][CH:11]([O:14][c:15]2[n:16][cH:17][c:18]([NH:25][C:26](=[O:27])[NH:28][c:29]3[n:30](-[c:38]4[cH:39][cH:40][c:41]([CH3:44])[cH:42][cH:43]4)[n:31][c:32]([C:34]([CH3:35])([CH3:36])[CH3:37])[cH:33]3)[c:19]3[cH:20][cH:21][cH:22][cH:23][c:24]23)[CH2:12][CH2:13]1)([CH3:5])([CH3:6])[CH3:7].[Cl:52][CH2:53][Cl:54].[OH:45][C:46]([C:47]([F:48])([F:49])[F:50])=[O:51]>>[NH:8]1[CH2:9][CH2:10][CH:11]([O:14][c:15]2[n:16][cH:17][c:18]([NH:25][C:26](=[O:27])[NH:28][c:29]3[n:30](-[c:38]4[cH:39][cH:40][c:41]([CH3:44])[cH:42][cH:43]4)[n:31][c:32]([C:34]([CH3:35])([CH3:36])[CH3:37])[cH:33]3)[c:19]3[cH:20][cH:21][cH:22][cH:23][c:24]23)[CH2:12][CH2:13]1. Product: Cc1ccc(-n2nc(C(C)(C)C)cc2NC(=O)Nc2cnc(OC3CCNCC3)c3ccccc23)cc1. Reactants: Cc1ccc(-n2nc(C(C)(C)C)cc2NC(=O)Nc2cnc(OC3CCN(C(=O)OC(C)(C)C)CC3)c3ccccc23)cc1, ClCCl, O=C(O)C(F)(F)F. Solvent: O (water). Reagents/catalysts: N.O[V](=O)=O (ammonium vanadate), [O-2].[O-2].[Ti+4] (titanium dioxide), [Pd] (palladium). Reported procedure: 0.01 g of ammonium vanadate and 5 g of titanium dioxide extrudate containing 1% by weight of metallic palladium and having a particle size of 3 mm (from Johnson Matthey) are added to a suspension consisting of 500 ml of water and 19.3 g of 5-methyl-6-nitrobenzimidazolone. After displacing the air with nitrogen, the latter is replaced by hydrogen at atmospheric pressure and the suspension is stirred at 65° C. for 78 hours. During this time, 105% of the theoretical amount of hydrogen, based on the... The product is NC1=CC=2C(=NC(N2)=O)C=C1C (5-amino-6-methylbenzimidazolone). Run at temperature 65 celsius, time 78 hour. The yield is 92.8%. As a reaction SMILES: [CH3:1][C:2]1[C:11]([N+:12]([O-])=O)=[CH:10][C:5]2=[N:6][C:7](=[O:9])[N:8]=[C:4]2[CH:3]=1.[H][H]>N.O[V](=O)=O.[O-2].[O-2].[Ti+4].[Pd].O>[NH2:12][C:11]1[C:2]([CH3:1])=[CH:3][C:4]2=[N:8][C:7](=[O:9])[N:6]=[C:5]2[CH:10]=1 |f:2.3,4.5.6|. Reactants: CC1=CC=2C(=NC(N2)=O)C=C1[N+](=O)[O-] (5-methyl-6-nitrobenzimidazolone), CC1=CC=2C(=NC(N2)=O)C=C1[N+](=O)[O-] (5-methyl-6-nitrobenzimidazolone), [H][H] (hydrogen), [H][H] (hydrogen).